Dataset: the Open Reaction Database (ORD), a public repository of structured organic reaction records. Task: describe an organic reaction: reactants, conditions, products, and yield Starting materials: CN1N=C(C(=C1C(=O)O)[N+](=O)[O-])C (1,3-dimethyl-4-nitro-1H-pyrazole-5-carboxylic acid), C(C(=O)Cl)(=O)Cl (oxalyl chloride), [OH-].[NH4+] (ammonium hydroxide). Solvent: ClCCl (dichloromethane), CN(C)C=O (DMF). Yield: 51.1%. Procedure: To 1,3-dimethyl-4-nitro-1H-pyrazole-5-carboxylic acid (1.08 g, 5.84 mmol) in anhydrous dichloromethane (DCM) (25 mL) and DMF (0.5 mL) was added dropwise oxalyl chloride (0.74 mL, 8.77 mmol, 1.5 eq.) over 10 minutes. The reaction mixture was stirred at RT under N2 for 17 hours. Volatile solvent was evaporated in vacuo, and the crude material dissolved in anhydrous THF (20 mL) and acetone (10 mL). Concentrated aqueous ammonium hydroxide (5.0 mL, 128.4 mmol, 22 eq.) was added slowly, and the reacti... Product: ether-heptane, CN1N=C(C(=C1C(=O)N)[N+](=O)[O-])C (1,3-dimethyl-4-nitro-1H-pyrazole-5-carboxamide). Run at time 17 hour. As a reaction SMILES: [CH3:1][N:2]1[C:6]([C:7](O)=[O:8])=[C:5]([N+:10]([O-:12])=[O:11])[C:4]([CH3:13])=[N:3]1.C(Cl)(=O)C(Cl)=O.[OH-].[NH4+:21]>ClCCl.CN(C=O)C>[CH3:1][N:2]1[C:6]([C:7]([NH2:21])=[O:8])=[C:5]([N+:10]([O-:12])=[O:11])[C:4]([CH3:13])=[N:3]1 |f:2.3|.